Task: describe an organic reaction: reactants, conditions, products, and yield. Dataset: the Open Reaction Database (ORD), a public repository of structured organic reaction records As a reaction SMILES: [CH3:1][NH:2][C:3]1[S:4][C:5]2[CH2:26][CH2:25][CH2:24][CH2:23][C:6]=2[C:7]=1[C:8]([NH:10][C@H:11]([C:13]1[CH:22]=[CH:21][C:16]([C:17]([O:19][CH3:20])=[O:18])=[CH:15][CH:14]=1)[CH3:12])=[O:9].CN1CCN(C)C1=O.C(=O)([O-])[O-].[K+].[K+].Br[CH2:42][C:43]1[CH:48]=[CH:47][C:46]([Cl:49])=[CH:45][CH:44]=1>O>[Cl:49][C:46]1[CH:47]=[CH:48][C:43]([CH2:42][N:2]([CH3:1])[C:3]2[S:4][C:5]3[CH2:26][CH2:25][CH2:24][CH2:23][C:6]=3[C:7]=2[C:8]([NH:10][C@H:11]([C:13]2[CH:22]=[CH:21][C:16]([C:17]([O:19][CH3:20])=[O:18])=[CH:15][CH:14]=2)[CH3:12])=[O:9])=[CH:44][CH:45]=1 |f:2.3.4|. Procedure: To methyl 4-[(1S)-1-({[2-(methylamino)-4,5,6,7-tetrahydro-1-benzothien-3-yl]carbonyl}amino)ethyl]benzoate (0.41 g) was added 1,3-dimethyl-2-imidazolidinone (4.0 mL), and potassium carbonate (0.30 g) and 1-(bromomethyl)-4-chlorobenzene (0.34 g) were added thereto under ice-cooling, followed by stirring at 50° C. overnight. The reaction mixture was cooled to room temperature, and then water (50 mL) was added thereto, followed by extraction with ethyl acetate. The obtained organic layer was washed ... Solvent: O (water). The product is ClC1=CC=C(CN(C=2SC3=C(C2C(=O)N[C@@H](C)C2=CC=C(C(=O)OC)C=C2)CCCC3)C)C=C1 (methyl 4-{(1S)-1-[({2-[(4-chlorobenzyl)(methyl)amino]-4,5,6,7-tetrahydro-1-benzothiophen-3-yl}carbonyl)amino]ethyl}benzoate). Starting materials: CNC=1SC2=C(C1C(=O)N[C@@H](C)C1=CC=C(C(=O)OC)C=C1)CCCC2 (methyl 4-[(1S)-1-({[2-(methylamino)-4,5,6,7-tetrahydro-1-benzothien-3-yl]carbonyl}amino)ethyl]benzoate), CN1C(N(CC1)C)=O (1,3-dimethyl-2-imidazolidinone), C([O-])([O-])=O.[K+].[K+] (potassium carbonate), BrCC1=CC=C(C=C1)Cl (1-(bromomethyl)-4-chlorobenzene). Conditions: temperature 50 celsius, time 8 hour. Yield: 27.4%. The reactants are NC1=C(C(=O)O)C=CC=C1F (2-amino-3-fluoro-benzoic acid), ClC(Cl)(Cl)OC(=O)Cl (trichloromethylchloroformate). Run in C(Cl)Cl (DCM). Reaction conditions: time 16 hour. The product is FC1=CC=CC2=C1NC(OC2=O)=O (8-fluoro-1H-benzo[d][1,3]oxazine-2,4-dione). Yield: 93.1%. Reaction SMILES: [NH2:1][C:2]1[C:10]([F:11])=[CH:9][CH:8]=[CH:7][C:3]=1[C:4]([OH:6])=[O:5].Cl[C:13]([O:16]C(Cl)=O)(Cl)Cl>C(Cl)Cl>[F:11][C:10]1[C:2]2[NH:1][C:13](=[O:16])[O:5][C:4](=[O:6])[C:3]=2[CH:7]=[CH:8][CH:9]=1. Procedure: To 2-amino-3-fluoro-benzoic acid (2.3 g) in DCM (20 mL) was added trichloromethylchloroformate (3.0 g) and the mixture was stirred at rt for 16 hours. The reaction was then concentrated to provide 8-fluoro-1H-benzo[d][1,3]oxazine-2,4-dione (2.5 g). Reported procedure: A mixture of phthalic anhydride (5.92 g.), N,N,N',N'-tetramethyl-m-phenylenediamine (6.56 g.), zinc chloride (5.40 g.) and chlorobenzene (70 ml.) was heated under reflux for three hours. The chlorobenzene was decanted and the residue was air-dried. A solution of the residue in dilute hydrochloric acid (10%, 20 ml. plus 20 ml. of water) was diluted with more water (20 ml.), affording 2-(2,4-bis-(dimethylamino)benzoyl)benzoic acid (II: Y'2 =Y'4 =(CH3)2N, Z4 =Z'5 =Z'6 =Z7 =H) dihydrochloride trihyd... Product: CN(C1=C(C(=O)C2=C(C(=O)O)C=CC=C2)C=CC(=C1)N(C)C)C (2-(2,4-bis-(dimethylamino)benzoyl)benzoic acid), O.O.O.Cl.Cl (dihydrochloride trihydrate). Reactants: C1(C=2C(C(=O)O1)=CC=CC2)=O (phthalic anhydride), CN(C1=CC(=CC=C1)N(C)C)C (N,N,N',N'-tetramethyl-m-phenylenediamine), ClC1=CC=CC=C1 (chlorobenzene). RXN SMILES: [C:1]1(=[O:11])[O:6][C:4](=[O:5])[C:3]2=[CH:7][CH:8]=[CH:9][CH:10]=[C:2]12.[CH3:12][N:13]([CH3:23])[C:14]1[CH:19]=[CH:18][CH:17]=[C:16]([N:20]([CH3:22])[CH3:21])[CH:15]=1.[Cl:24]C1C=CC=CC=1>[Cl-].[Zn+2].[Cl-]>[CH3:21][N:20]([CH3:22])[C:16]1[CH:15]=[C:14]([N:13]([CH3:23])[CH3:12])[CH:19]=[CH:18][C:17]=1[C:4]([C:3]1[CH:7]=[CH:8][CH:9]=[CH:10][C:2]=1[C:1]([OH:6])=[O:11])=[O:5].[OH2:5].[OH2:5].[OH2:5].[ClH:24].[ClH:24] |f:3.4.5,7.8.9.10.11|. Reagents/catalysts: [Cl-].[Zn+2].[Cl-] (zinc chloride). Reactants: C1(CCCC1)CC(C(=O)O)C1=CC(=C(C=C1)S(=O)(=O)C)[N+](=O)[O-] (3-cyclopentyl-2-(4-methanesulfonyl-3-nitrophenyl)-propionic acid), C[Si](N[Si](C)(C)C)(C)C (1,1,1,3,3,3-hexamethyldisilazane), C(C(=O)Cl)(=O)Cl (oxalyl chloride). The reagents and catalysts are CN(C=O)C (N,N-dimethylformamide). The solvent is C(Cl)Cl (methylene chloride), CO (methanol), C(Cl)Cl (methylene chloride). Reaction conditions: temperature 0 celsius, time 10 minute. The product is hexanes ethyl acetate, C1(CCCC1)CC(C(=O)N)C1=CC(=C(C=C1)S(=O)(=O)C)[N+](=O)[O-] (3-cyclopentyl-2-(4-methanesulfonyl-3-nitrophenyl)-propionamide). Isolated yield 46.7%. RXN SMILES: [CH:1]1([CH2:6][CH:7]([C:11]2[CH:16]=[CH:15][C:14]([S:17]([CH3:20])(=[O:19])=[O:18])=[C:13]([N+:21]([O-:23])=[O:22])[CH:12]=2)[C:8](O)=[O:9])[CH2:5][CH2:4][CH2:3][CH2:2]1.C(Cl)(=O)C(Cl)=O.C[Si](C)(C)[NH:32][Si](C)(C)C>CN(C)C=O.C(Cl)Cl.CO>[CH:1]1([CH2:6][CH:7]([C:11]2[CH:16]=[CH:15][C:14]([S:17]([CH3:20])(=[O:19])=[O:18])=[C:13]([N+:21]([O-:23])=[O:22])[CH:12]=2)[C:8]([NH2:32])=[O:9])[CH2:5][CH2:4][CH2:3][CH2:2]1. Procedure details: A mixture of 3-cyclopentyl-2-(4-methanesulfonyl-3-nitrophenyl)-propionic acid (300 mg, 0.88 mmol) and 1 drop of N,N-dimethylformamide in methylene chloride (2 mL) was cooled to 0° C. and then slowly treated with oxalyl chloride (84 μL, 0.97 mmol). The reaction mixture was stirred at 0° C. for 10 min and then stirred at 25° C. for 1 h. The resulting reaction mixture was then treated dropwise with 1,1,1,3,3,3-hexamethyldisilazane (560 μL, 2.64 mmol) and subsequently stirred at 25° C. for 15 h. The... Starting materials: O1CCOCC1 (1,4-dioxane), CC=1C=C(N(N1)C1=NC=NC(=C1)SC)N (5-Methyl-2-(6-methylsulfanyl-pyrimidin-4-yl)-2H-pyrazol-3-ylamine), BrC=1C=C(C=CC1C)NC(C1=CC(=CC=C1)C(F)(F)F)=O (N-(3-Bromo-4-methyl-phenyl)-3-trifluoromethyl-benzamide), C([O-])([O-])=O.[Cs+].[Cs+] (cesium carbonate). Reagents/catalysts: C(C)(=O)[O-].[Pd+2].C(C)(=O)[O-] (palladium acetate). Run in C1CCOC1 (THF). The product is CC1=C(C=C(C=C1)NC(C1=CC(=CC=C1)C(F)(F)F)=O)NC=1N(N=C(C1)C)C1=NC=NC(=C1)SC (N-{4-Methyl-3-[5-methyl-2-(6-methylsulfanyl-pyrimidin-4-yl)-2H-pyrazol-3-ylamino]-phenyl}-3-trifluoromethyl-benzamide). Reaction SMILES: [CH3:1][C:2]1[CH:3]=[C:4]([NH2:15])[N:5]([C:7]2[CH:12]=[C:11]([S:13][CH3:14])[N:10]=[CH:9][N:8]=2)[N:6]=1.Br[C:17]1[CH:18]=[C:19]([NH:24][C:25](=[O:36])[C:26]2[CH:31]=[CH:30][CH:29]=[C:28]([C:32]([F:35])([F:34])[F:33])[CH:27]=2)[CH:20]=[CH:21][C:22]=1[CH3:23].C(=O)([O-])[O-].[Cs+].[Cs+].O1CCOCC1>C([O-])(=O)C.[Pd+2].C([O-])(=O)C.C1COCC1>[CH3:23][C:22]1[CH:17]=[CH:18][C:19]([NH:24][C:25](=[O:36])[C:26]2[CH:31]=[CH:30][CH:29]=[C:28]([C:32]([F:33])([F:34])[F:35])[CH:27]=2)=[CH:20][C:21]=1[NH:15][C:4]1[N:5]([C:7]2[CH:12]=[C:11]([S:13][CH3:14])[N:10]=[CH:9][N:8]=2)[N:6]=[C:2]([CH3:1])[CH:3]=1 |f:2.3.4,6.7.8|. Reported procedure: 5-Methyl-2-(6-methylsulfanyl-pyrimidin-4-yl)-2H-pyrazol-3-ylamine (90 mg, 0.40 mmol) is mixed with N-(3-Bromo-4-methyl-phenyl)-3-trifluoromethyl-benzamide (228 mg, 0.64 mmol), palladium acetate (20 mg, 0.089 mmol), Xantophos (75 mg, 0.13 mmol) and cesium carbonate (420 mg, 1.28 mmol). 4 mL anhydrous 1,4-dioxane is added under a nitrogen environment and the mixture is subjected to microwave irradiation to 150° C. for 30 minutes. The reaction mixture is then cooled to room temperature, treated wit... The reactants are ClC1=CC(=C(C(=C1C)[N+](=O)[O-])C1=CC(=CC(=C1)F)F)C(C)=O (1-(4-chloro-3′,5′-difluoro-5-methyl-6-nitrobiphenyl-2-yl)ethanone), [H][H] (hydrogen). Reagents/catalysts: [Pt] (Pt/C). The solvent is CO (methanol). The product is NC1=C(C(=CC(=C1C1=CC(=CC(=C1)F)F)C(C)=O)Cl)C (1-(6-Amino-4-chloro-3′,5′-difluoro-5-methylbiphenyl-2-yl)ethanone). As a reaction SMILES: [Cl:1][C:2]1[C:7]([CH3:8])=[C:6]([N+:9]([O-])=O)[C:5]([C:12]2[CH:17]=[C:16]([F:18])[CH:15]=[C:14]([F:19])[CH:13]=2)=[C:4]([C:20](=[O:22])[CH3:21])[CH:3]=1.[H][H]>CO.[Pt]>[NH2:9][C:6]1[C:5]([C:12]2[CH:13]=[C:14]([F:19])[CH:15]=[C:16]([F:18])[CH:17]=2)=[C:4]([C:20](=[O:22])[CH3:21])[CH:3]=[C:2]([Cl:1])[C:7]=1[CH3:8]. Procedure details: A mixture of 1-(4-chloro-3′,5′-difluoro-5-methyl-6-nitrobiphenyl-2-yl)ethanone (8.61 g 26.4 mmol) in 160 mL of methanol was hydrogenated in the presence of 0.86 of 5% Pt/C, under ballon pressure of hydrogen, overnight. After filtering off catalyst, the filtrate was concentrated under reduced pressure to give the desired product. LCMS calculated for C15H13ClF2NO (M+H)+: m/z=296.1; Found: 296.1. Isolated yield 93.2%. Reactants: FC(C(=O)O)(C(C(C(C(C(C(C(F)(F)F)(F)F)(F)F)(F)F)(F)F)(F)F)(F)F)F (Perfluorononanoic acid), BrBr (bromine), 113, Teflon, FF (fluorine), Teflon, FF (fluorine), Teflon. The product is FC(C(C(C(C(C(C(C(F)(F)F)(F)F)(F)F)(F)F)(F)F)(F)F)(F)F)(F)Br (perfluorooctyl bromide). Run at temperature 30 celsius. Reported procedure: Perfluorononanoic acid 100 g (0.215 mole), bromine 41 g (0.258 mole) and Freon 113 (500 ml) were mixed in a 2-liter Teflon plastic bottle. This plastic reactor was equipped with a Teflon-coated magnetic stir bar, inlet and outlet tubes made of Teflon-FEP, and a thermocouple coated with Teflon-FEP. The outlet tube was connected to a condensor which was chilled with an ethylene glycol-water mixture. The acid solution was warmed to 30 ° C. through agitation while the reactor was purged of air by fl... RXN SMILES: [F:1][C:2]([F:28])([C:6]([F:27])([F:26])[C:7]([F:25])([F:24])[C:8]([F:23])([F:22])[C:9]([F:21])([F:20])[C:10]([F:19])([F:18])[C:11]([F:17])([F:16])[C:12]([F:15])([F:14])[F:13])C(O)=O.[Br:29]Br.FF>C(O)CO.O>[F:1][C:2]([Br:29])([F:28])[C:6]([F:27])([F:26])[C:7]([F:25])([F:24])[C:8]([F:23])([F:22])[C:9]([F:21])([F:20])[C:10]([F:19])([F:18])[C:11]([F:17])([F:16])[C:12]([F:15])([F:14])[F:13] |f:3.4|. Solvent: C(CO)O.O (ethylene glycol water).